From a dataset of the Open Reaction Database (ORD), a public repository of structured organic reaction records. describe an organic reaction: reactants, conditions, products, and yield Starting materials: O=C(Nc1nc(C(F)(F)F)c(Cl)s1)c1cccc(Cl)c1, O=P(Cl)(Cl)Cl. Yields the product FC(F)(F)c1nc(N=C(Cl)c2cccc(Cl)c2)sc1Cl. As a reaction SMILES: [Cl:1][c:2]1[c:3]([C:17]([F:18])([F:19])[F:20])[n:4][c:5]([NH:7][C:8]([c:9]2[cH:10][c:11]([Cl:15])[cH:12][cH:13][cH:14]2)=[O:16])[s:6]1.[P:21]([Cl:22])([Cl:23])([Cl:24])=[O:25]>>[Cl:1][c:2]1[c:3]([C:17]([F:18])([F:19])[F:20])[n:4][c:5]([N:7]=[C:8]([c:9]2[cH:10][c:11]([Cl:15])[cH:12][cH:13][cH:14]2)[Cl:23])[s:6]1. Reactants: C(C(C)(C)C)#N (Pivalonitrile), C(C)(C)(C)Cl (t-butyl chloride), [Na] (sodium). Run in CO (Methanol), CCCCCC (hexane), O1CCCC1 (tetrahydrofuran), CO (methanol), O1CCCC1 (tetrahydrofuran), ClC1=CC=CC=C1 (chlorobenzene), O (water). Conditions: time 1 hour. Yields the product C(C)(C)(C)C(C(C)(C)C)=N (di-t-butylketone imine). RXN SMILES: [C:1](#[N:6])[C:2]([CH3:5])([CH3:4])[CH3:3].[C:7](Cl)([CH3:10])([CH3:9])[CH3:8].[Na]>CCCCCC.O1CCCC1.O.CO.ClC1C=CC=CC=1>[C:2]([C:1](=[NH:6])[C:7]([CH3:10])([CH3:9])[CH3:8])([CH3:5])([CH3:4])[CH3:3] |^1:11|. Procedure details: This was prepared by the method of J. Chem. Soc., Perkin I, 2087 (1976); ibid, 1797 (1974). Pivalonitrile (33.2 g.) and t-butyl chloride (44.4 g.) were added under nitrogen to a well stirred suspension of sodium sand (18.4 g.) in a mixture of hexane (80 ml.), tetrahydrofuran (20 ml.) and methanol (1 ml.) over one hour at 15-20° C. The mixture was stirred three hours, a solution of chlorobenzene (2 g) in tetrahydrofuran (5 ml.) added dropwise over 10 minutes and stirring continued for one hour. M... The reactants are Cc1cc(C)cc(N2CCNCC2)c1, CCOC(=O)Nc1nc2ccc(F)cc2nc1OC. Yields the product COc1nc2cc(F)ccc2nc1NC(=O)N1CCN(c2cc(C)cc(C)c2)CC1. As a reaction SMILES: [CH3:20][c:21]1[cH:22][c:23]([N:28]2[CH2:29][CH2:30][NH:31][CH2:32][CH2:33]2)[cH:24][c:25]([CH3:27])[cH:26]1.[F:1][c:2]1[cH:3][c:4]2[n:5][c:6]([O:18][CH3:19])[c:7]([NH:12][C:13]([O:14][CH2:15][CH3:16])=[O:17])[n:8][c:9]2[cH:10][cH:11]1>>[F:1][c:2]1[cH:3][c:4]2[n:5][c:6]([O:18][CH3:19])[c:7]([NH:12][C:13](=[O:17])[N:31]3[CH2:30][CH2:29][N:28]([c:23]4[cH:22][c:21]([CH3:20])[cH:26][c:25]([CH3:27])[cH:24]4)[CH2:33][CH2:32]3)[n:8][c:9]2[cH:10][cH:11]1. Starting materials: C(C1=CC=CC=C1)=O (Benzaldehyde), C=CC(C)=C (isoprene), O (Water). Solvent: CCCCCC (hexane). Run at time 8 hour. Product: CC1=CCOC(C1)C1=CC=CC=C1 (4-methyl-6-phenyl-5,6-dihydropyran). Yield: 42.0%. RXN SMILES: [CH:1](=[O:8])[C:2]1[CH:7]=[CH:6][CH:5]=[CH:4][CH:3]=1.[CH2:9]=[CH:10][C:11](=[CH2:13])[CH3:12].O>CCCCCC>[CH3:12][C:11]1[CH2:13][CH:1]([C:2]2[CH:7]=[CH:6][CH:5]=[CH:4][CH:3]=2)[O:8][CH2:9][CH:10]=1. Reported procedure: Bis-trifluoromethanesulphonimide (70, 5 mg, 0.25 mmol) was stirred in hexane (4 ml) at room temperature. Benzaldehyde (510 μl, 5.0 mmol) and isoprene (750 μl, 7.5 mmol) were added and the mixture stirred at room temperature overnight. Water (5 ml) was added and the aqueous layer was extracted with hexane (3×3 ml). The combined organic layers were filtered through celite and analysed by glc. A yield of 42% of 4-methyl-6-phenyl-5,6-dihydropyran was observed. Reactants: Cl.C(C)OC([C@H]1NCCC1)OCC (L-prolinal diethyl acetal hydrochloride), C(C1=CC=CC=C1)OC(=O)N1[C@@H](C(=O)O)CCC1 (benzyloxycarbonyl-D-proline). The product is C(C)OC([C@H]1N(CCC1)C([C@@H]1N(CCC1)C(=O)OCC1=CC=CC=C1)=O)OCC (N-benzyloxycarbonyl-D-prolyl-L-prolinal diethyl acetal). The yield is 72.3%. RXN SMILES: Cl.[CH2:2]([O:4][CH:5]([O:11][CH2:12][CH3:13])[C@@H:6]1[CH2:10][CH2:9][CH2:8][NH:7]1)[CH3:3].[CH2:14]([O:21][C:22]([N:24]1[CH2:31][CH2:30][CH2:29][C@@H:25]1[C:26](O)=[O:27])=[O:23])[C:15]1[CH:20]=[CH:19][CH:18]=[CH:17][CH:16]=1>>[CH2:12]([O:11][CH:5]([O:4][CH2:2][CH3:3])[C@@H:6]1[CH2:10][CH2:9][CH2:8][N:7]1[C:26](=[O:27])[C@H:25]1[CH2:29][CH2:30][CH2:31][N:24]1[C:22]([O:21][CH2:14][C:15]1[CH:20]=[CH:19][CH:18]=[CH:17][CH:16]=1)=[O:23])[CH3:13] |f:0.1|. Reported procedure: L-prolinal diethyl acetal hydrochloride (726 mg) and benzyloxycarbonyl-D-proline (801 mg, 3.22 mmol) are used to prepare 942 mg (73%) of the title compound as a pale yellow syrup in a manner similar to that as mentioned in Example 8. The reactants are COC=1CCCCCN1 (caprolactim methyl ether), COC1=CC=C(CC#N)C=C1 (4-methoxybenzyl cyanide), N12CCCN=CC2CCCC1 (1,5-diazabicyclo[5.4.0]-undec-5-ene). The product is C(#N)C(C1=CC=C(C=C1)OC)=C1NCCCCC1 (2-(α-cyano-4-methoxybenzylidene)perhydroazepine). RXN SMILES: CO[C:3]1[CH2:4][CH2:5][CH2:6][CH2:7][CH2:8][N:9]=1.[CH3:10][O:11][C:12]1[CH:20]=[CH:19][C:15]([CH2:16][C:17]#[N:18])=[CH:14][CH:13]=1.N12CCCCC1C=NCCC2>>[C:17]([C:16](=[C:3]1[CH2:4][CH2:5][CH2:6][CH2:7][CH2:8][NH:9]1)[C:15]1[CH:19]=[CH:20][C:12]([O:11][CH3:10])=[CH:13][CH:14]=1)#[N:18]. Procedure: Stir 6.5 g of caprolactim methyl ether, 5.0 g of 4-methoxybenzyl cyanide and 0.5 g of 1,5-diazabicyclo[5.4.0]-undec-5-ene together under nitrogen for 18 hours at 125°. Then remove volatile components from the resulting reaction mixture under a high vacuum to obtain 2-(α-cyano-4-methoxybenzylidene)perhydroazepine as a viscous dark residue. Boil this residue with 50 ml of concentrated hydrochloric acid under reflux until the evolution of carbon dioxide ceases. Cool the refluxed material to ambient...